The task is: describe an organic reaction: reactants, conditions, products, and yield. This data is from the Open Reaction Database (ORD), a public repository of structured organic reaction records. The reactants are [Al+3], ClCCl, [Cl-], [Cl-], [Cl-], O=C(Cl)c1cc([N+](=O)[O-])ccc1Cl, Clc1ccsc1, Cl. The product is O=C(c1cc([N+](=O)[O-])ccc1Cl)c1sccc1Cl. Reaction SMILES: [Al+3:2].[CH2:25]([Cl:26])[Cl:27].[Cl-:1].[Cl-:3].[Cl-:4].[Cl:11][c:12]1[c:13]([C:14](=[O:15])[Cl:16])[cH:17][c:18]([N+:21](=[O:22])[O-:23])[cH:19][cH:20]1.[Cl:5][c:6]1[cH:7][s:8][cH:9][cH:10]1.[ClH:24]>>[Cl:5][c:6]1[c:7]([C:14]([c:13]2[c:12]([Cl:11])[cH:20][cH:19][c:18]([N+:21](=[O:22])[O-:23])[cH:17]2)=[O:15])[s:8][cH:9][cH:10]1. Starting materials: CN(C)C=O, O=C(Cl)C(=O)Cl, ClCCl, O=C(O)CN1C(=O)OCC1c1ccccc1. Product: O=C(Cl)CN1C(=O)OCC1c1ccccc1. As a reaction SMILES: [CH3:23][N:24]([CH3:25])[CH:26]=[O:27].[Cl:17][C:18]([C:19]([Cl:20])=[O:21])=[O:22].[Cl:28][CH2:29][Cl:30].[c:1]1([CH:7]2[N:8]([CH2:13][C:14](=[O:15])[OH:16])[C:9](=[O:12])[O:10][CH2:11]2)[cH:2][cH:3][cH:4][cH:5][cH:6]1>>[c:1]1([CH:7]2[N:8]([CH2:13][C:14](=[O:16])[Cl:17])[C:9](=[O:12])[O:10][CH2:11]2)[cH:2][cH:3][cH:4][cH:5][cH:6]1. Reactants: C(C)(C)NC1=C(C=O)C=CC=C1 (2-isopropylaminobenzaldehyde), C(CC(=O)OCC)(=O)OCC (diethyl malonate), C([O-])(O)=O.[Na+] (sodium bicarbonate). Reported procedure: A solution of 7.5 g of 2-isopropylaminobenzaldehyde, 11.0 g of diethyl malonate and 11.6 g of sodium bicarbonate in 800 ml of acetic anhydride was stirred under heating at 100° C. for 15 hours. After evaporation of the solvent under reduced pressure, water was added, followed by extraction with ethyl acetate. The organic layer was washed with water and a saturated aqueous sodium bicarbonate solution and dried over anhydrous sodium sulfate. The solvent was evaporated under reduced pressure, and t... The yield is 61.3%. Run at temperature 100 celsius. Solvent: C(C)(=O)OC(C)=O (acetic anhydride). As a reaction SMILES: [CH:1]([NH:4][C:5]1[CH:12]=[CH:11][CH:10]=[CH:9][C:6]=1[CH:7]=O)([CH3:3])[CH3:2].[C:13](OCC)(=[O:20])[CH2:14][C:15]([O:17][CH2:18][CH3:19])=[O:16].C(=O)(O)[O-].[Na+]>C(OC(=O)C)(=O)C>[CH:1]([N:4]1[C:5]2[C:6](=[CH:9][CH:10]=[CH:11][CH:12]=2)[CH:7]=[C:14]([C:15]([O:17][CH2:18][CH3:19])=[O:16])[C:13]1=[O:20])([CH3:3])[CH3:2] |f:2.3|. Product: C(C)(C)N1C(C(=CC2=CC=CC=C12)C(=O)OCC)=O (ethyl 1-isopropyl-2(1H)-quinolone-3-carboxylate). Starting materials: CCC=CCC=CCCCBr, [Li]CCCC, C1CCOC1, CCCCCC, C#CCCOC1CCCCO1. The product is CCC=CCC=CCCCC#CCCOC1CCCCO1. As a reaction SMILES: [Br:23][CH2:24][CH2:25][CH2:26][CH:27]=[CH:28][CH2:29][CH:30]=[CH:31][CH2:32][CH3:33].[CH2:18]([Li:19])[CH2:20][CH2:21][CH3:22].[CH2:34]1[O:35][CH2:36][CH2:37][CH2:38]1.[CH3:12][CH2:13][CH2:14][CH2:15][CH2:16][CH3:17].[O:1]1[CH:2]([O:7][CH2:8][CH2:9][C:10]#[CH:11])[CH2:3][CH2:4][CH2:5][CH2:6]1>>[O:1]1[CH:2]([O:7][CH2:8][CH2:9][C:10]#[C:11][CH2:24][CH2:25][CH2:26][CH:27]=[CH:28][CH2:29][CH:30]=[CH:31][CH2:32][CH3:33])[CH2:3][CH2:4][CH2:5][CH2:6]1. Reactants: CCC1C2=C(COC1=O)C(=O)N3CC4=CC5=CC=CC=C5N=C4C3=C2 (Deoxycamptothecin), CNC (dimethylamine), CN(C)C=O (DMF). The reagents and catalysts are [Cu](Cl)Cl (copper(II) chloride). Run in O=O (oxygen). Product: CC[C@@]1(C2=C(COC1=O)C(=O)N3CC=4C=C5C=CC=CC5=NC4C3=C2)O (camptothecin). The yield is 91.0%. Reaction SMILES: [CH3:1][CH2:2][CH:3]1[C:8](=[O:9])[O:7][CH2:6][C:5]2[C:10]([N:12]3[C:24](=[CH:25][C:4]1=2)[C:23]1[C:14](=[CH:15][C:16]2[C:21]([N:22]=1)=[CH:20][CH:19]=[CH:18][CH:17]=2)[CH2:13]3)=[O:11].CNC.CN(C=[O:33])C>O=O.[Cu](Cl)Cl>[CH3:1][CH2:2][C@@:3]1([OH:33])[C:8](=[O:9])[O:7][CH2:6][C:5]2[C:10]([N:12]3[C:24](=[CH:25][C:4]1=2)[C:23]1[N:22]=[C:21]2[C:16]([CH:17]=[CH:18][CH:19]=[CH:20]2)=[CH:15][C:14]=1[CH2:13]3)=[O:11]. Reported procedure: To a solution of 18 (47.8 mg, 0.144 mmol), copper(II) chloride (80 mg) and dimethylamine (100 μl) in DMF (16 mL) was bubbled in oxygen for 7 h. The reaction mixture was concentrated in vacuum to about 5 mL, and was then diluted with water. A solution of saturated ammonium chloride was used to adjusted the pH of the above mixture to about 6, and the resulting mixture was extracted with chloroform (10 mL×10). The combined extracts were dried over anhydrous magnesium sulfate, filtered, and concentr... Reactants: Cl.NO (Hydroxylamine hydrochloride), CN1CCOCC1 (N-methylmorpholine), C1(CCCCC1)CCC[C@H](CC(=O)O)C1=NC(=NO1)C(=O)N1CCC(CC1)C1=CC=NC=C1 ((3R)-6-cyclohexyl-3-(3-{[4-(4-pyridinyl)-1-piperidinyl]carbonyl}-1,2,4-oxadiazol-5-yl)hexanoic acid), CN1CCOCC1 (N-methylmorpholine), ClC(=O)OCC(C)C (isobutyl chloroformate). The solvent is CN(C=O)C (N,N-dimethylformamide). Run at temperature 0 celsius, time 45 minute. Product: C1(CCCCC1)CCC[C@H](CC(=O)NO)C1=NC(=NO1)C(=O)N1CCC(CC1)C1=CC=NC=C1 ((3R)-6-Cyclohexyl-N-hydroxy-3-(3-([4-(4-pyridinyl)-1-piperidinyl]carbonyl}-1,2,4-oxadiazol-5-yl)hexanamide). Isolated yield 29.4%. As a reaction SMILES: [CH:1]1([CH2:7][CH2:8][CH2:9][C@@H:10]([C:15]2[O:19][N:18]=[C:17]([C:20]([N:22]3[CH2:27][CH2:26][CH:25]([C:28]4[CH:33]=[CH:32][N:31]=[CH:30][CH:29]=4)[CH2:24][CH2:23]3)=[O:21])[N:16]=2)[CH2:11][C:12](O)=[O:13])[CH2:6][CH2:5][CH2:4][CH2:3][CH2:2]1.CN1CCOCC1.ClC(OCC(C)C)=O.Cl.[NH2:50][OH:51]>CN(C)C=O>[CH:1]1([CH2:7][CH2:8][CH2:9][C@@H:10]([C:15]2[O:19][N:18]=[C:17]([C:20]([N:22]3[CH2:27][CH2:26][CH:25]([C:28]4[CH:29]=[CH:30][N:31]=[CH:32][CH:33]=4)[CH2:24][CH2:23]3)=[O:21])[N:16]=2)[CH2:11][C:12]([NH:50][OH:51])=[O:13])[CH2:6][CH2:5][CH2:4][CH2:3][CH2:2]1 |f:3.4|. Reported procedure: A solution of (3R)-6-cyclohexyl-3-(3-{[4-(4-pyridinyl)-1-piperidinyl]carbonyl}-1,2,4-oxadiazol-5-yl)hexanoic acid (Preparation 32) (311 mg, 0.68 mmol) and N-methylmorpholine (83 μl, 0.75 mmol) in N,N-dimethylformamide (15 ml) was cooled to 0° C., treated dropwise with isobutyl chloroformate (98 μl, 0.75 mmol) and the resulting solution was stirred at 0° C. for 45 minutes. Hydroxylamine hydrochloride (142 mg, 2.05 mmol) was then added followed by further N-methylmorpholine (226 μl, 2.05 mmol) and...